Task: describe an organic reaction: reactants, conditions, products, and yield. Dataset: the Open Reaction Database (ORD), a public repository of structured organic reaction records Conditions: temperature 90 celsius. Procedure details: Mix 1-[[(2-ethoxy)ethyl]-1H-benzimidazol-2-yl][1-(4-piperidinyl)]methanone (3.89 g, 12.91 mmol), carbomethoxy methoxy ethylbromide (3.01 g, 15.3 mmol), potassium carbonate (5.29 g, 38.25 mmol) and dimethylformamide (100 mL). Stir and heat and at 90° C. overnight. Allow to cool to room temperature, dilute with water and extract with ethyl acetate (2×). Wash the combined organic phases with water (3×), then brine and dry (MgSO4). Evaporate the solvent in vacuo to give and purify by chromatography ... Solvent: O (water). Starting materials: CCOCCN1C(=NC2=C1C=CC=C2)C(=O)C2CCNCC2 (1-[[(2-ethoxy)ethyl]-1H-benzimidazol-2-yl][1-(4-piperidinyl)]methanone), C(=O)(OC)COCCBr (carbomethoxy methoxy ethylbromide), C([O-])([O-])=O.[K+].[K+] (potassium carbonate), CN(C=O)C (dimethylformamide). RXN SMILES: [CH3:1][CH2:2][O:3][CH2:4][CH2:5][N:6]1[C:10]2[CH:11]=[CH:12][CH:13]=[CH:14][C:9]=2[N:8]=[C:7]1[C:15]([CH:17]1[CH2:22][CH2:21][NH:20][CH2:19][CH2:18]1)=[O:16].[C:23]([CH2:27][O:28][CH2:29][CH2:30]Br)([O:25][CH3:26])=[O:24].C(=O)([O-])[O-].[K+].[K+].CN(C)C=O>O>[CH3:1][CH2:2][O:3][CH2:4][CH2:5][N:6]1[C:10]2[CH:11]=[CH:12][CH:13]=[CH:14][C:9]=2[N:8]=[C:7]1[C:15]([CH:17]1[CH2:18][CH2:19][N:20]([CH2:30][CH2:29][O:28][CH2:27][C:23]([O:25][CH3:26])=[O:24])[CH2:21][CH2:22]1)=[O:16] |f:2.3.4|. Product: CCOCCN1C(=NC2=C1C=CC=C2)C(=O)C2CCN(CC2)CCOCC(=O)OC (1-[[(2-Ethoxy)ethyl]-1H-benzimidazol-2-yl][1-(carbomethoxy methoxy ethyl)-4-piperidinyl]methanone). Reaction SMILES: [I:1][C:2]1[CH:10]=[CH:9][C:5]([C:6](Cl)=[O:7])=[CH:4][CH:3]=1.[CH2:11]([C:13]1([CH2:17][OH:18])[CH2:16][O:15][CH2:14]1)[CH3:12].N1C=CC=CC=1>CCOCC>[CH2:11]([C:13]1([CH2:17][O:18][C:6](=[O:7])[C:5]2[CH:9]=[CH:10][C:2]([I:1])=[CH:3][CH:4]=2)[CH2:16][O:15][CH2:14]1)[CH3:12]. Run at time 24 hour. Product: C(C)C1(COC1)COC(C1=CC=C(C=C1)I)=O (3-Ethyl-3-(4-iodobenzoyloxymethyl) oxetane), oil. Starting materials: IC1=CC=C(C(=O)Cl)C=C1 (4-iodobenzoyl chloride), C(C)C1(COC1)CO (3-ethyl-3-hydroxymethyloxetane), N1=CC=CC=C1 (pyridine). Reported procedure: A solution of 4-iodobenzoyl chloride (11.5 gms) in dry ether (50 ml) was added to a stirred solution of 3-ethyl-3-hydroxymethyloxetane (5 gms) and pyridine (3.5 mls) in ether (100 ml) at 0° C. The resulting mixture was allowed to warm to room temperature and stirred for 24 hours. After this time the mixture was washed with water and brine. The organic extracts were dried over anhydrous magnesium sulphate and then evaporated in vacuo. The residue was purified by column chromatography on silica (p... The solvent is CCOCC (ether), CCOCC (ether). Reactants: NC1=NC=NN2C1=CC=C2C(=O)C2CN(CCO2)C(=O)OC(C)(C)C (tert-butyl 2-[(4-aminopyrrolo[2,1-f][1,2,4]triazin-7-yl)carbonyl]morpholine-4-carboxylate), BrN1C(=O)N(C(=O)C1(C)C)Br (1.3-dibromo-5,5-dimethylhydantoin). Run in C1CCOC1 (THF). Conditions: time 1 hour. Product: NC1=NC=NN2C1=C(C=C2C(=O)C2CN(CCO2)C(=O)OC(C)(C)C)Br (tert-butyl 2-[(4-amino-5-bromopyrrolo[2,1-f][1,2,4]triazin-7-yl)carbonyl]morpholine-4-carboxylate). As a reaction SMILES: [NH2:1][C:2]1[C:7]2=[CH:8][CH:9]=[C:10]([C:11]([CH:13]3[O:18][CH2:17][CH2:16][N:15]([C:19]([O:21][C:22]([CH3:25])([CH3:24])[CH3:23])=[O:20])[CH2:14]3)=[O:12])[N:6]2[N:5]=[CH:4][N:3]=1.[Br:26]N1C(C)(C)C(=O)N(Br)C1=O>C1COCC1>[NH2:1][C:2]1[C:7]2=[C:8]([Br:26])[CH:9]=[C:10]([C:11]([CH:13]3[O:18][CH2:17][CH2:16][N:15]([C:19]([O:21][C:22]([CH3:25])([CH3:24])[CH3:23])=[O:20])[CH2:14]3)=[O:12])[N:6]2[N:5]=[CH:4][N:3]=1. Procedure: A solution of tert-butyl 2-[(4-aminopyrrolo[2,1-f][1,2,4]triazin-7-yl)carbonyl]morpholine-4-carboxylate (0.66 g, 1.90 mmol) in THF (5 mL) was cooled to −50° C. and stirred for 1 h before adding 1.3-dibromo-5,5-dimethylhydantoin (0.27 g, 0.94 mmol) in portions. The reaction was then quenched with satd. Na2SO3 solution. The product was extracted with EtOAc, dried (MgSO4) and concentrated. The crude solid was triturated with EtOAc and filtered. An off-white solid was isolated (530 mg, 65%). 1H-NMR ... Reaction SMILES: [Br-:1].[Br-:31].[C:7]([CH3:8])([CH3:9])([CH3:10])[c:11]1[c:12]([CH2:21][O:22][SiH:23]([CH3:24])[CH3:25])[c:13]([O:19][CH3:20])[c:14]([CH:15]=[O:16])[cH:17][cH:18]1.[CH2:2]([CH:3]([CH3:4])[CH3:5])[Mg+:6].[CH2:32]([N+:33]([CH2:34][CH2:35][CH2:36][CH3:37])([CH2:38][CH2:39][CH2:40][CH3:41])[CH2:42][CH2:43][CH2:44][CH3:45])[CH2:46][CH2:47][CH3:48].[O:26]1[CH2:27][CH2:28][CH2:29][CH2:30]1>>[CH2:2]([CH:3]([CH3:4])[CH3:5])[CH:15]([c:14]1[c:13]([O:19][CH3:20])[c:12]([CH2:21][O:22][SiH:23]([CH3:24])[CH3:25])[c:11]([C:7]([CH3:8])([CH3:9])[CH3:10])[cH:18][cH:17]1)[OH:16]. Reactants: [Br-], [Br-], COc1c(C=O)ccc(C(C)(C)C)c1CO[SiH](C)C, CC(C)C[Mg+], CCCC[N+](CCCC)(CCCC)CCCC, C1CCOC1. Product: COc1c(C(O)CC(C)C)ccc(C(C)(C)C)c1CO[SiH](C)C. Reactants: C(C=C)(=O)NC1=C(C=CC=C1)NC1=NC(=NC=C1C(F)(F)F)N[C@@H]1CN(CCC1)C(=O)OC(C)(C)C ((S)-tert-butyl 3-(4-(2-acrylamidophenylamino)-5-(trifluoromethyl)pyrimidin-2-ylamino)piperidine-1-carboxylate), FC(C(=O)O)(F)F (trifluoroacetic acid), CO (methanol). The solvent is ClCCl (dichloromethane), C(Cl)Cl (DCM). Conditions: time 2 hour. The product is N1C[C@H](CCC1)NC1=NC=C(C(=N1)NC1=C(C=CC=C1)NC(C=C)=O)C(F)(F)F ((S)—N-(2-(2-(piperidin-3-ylamino)-5-(trifluoromethyl) pyrimidin-4-ylamino)phenyl)acrylamide). As a reaction SMILES: [C:1]([NH:5][C:6]1[CH:11]=[CH:10][CH:9]=[CH:8][C:7]=1[NH:12][C:13]1[C:18]([C:19]([F:22])([F:21])[F:20])=[CH:17][N:16]=[C:15]([NH:23][C@H:24]2[CH2:29][CH2:28][CH2:27][N:26](C(OC(C)(C)C)=O)[CH2:25]2)[N:14]=1)(=[O:4])[CH:2]=[CH2:3].FC(F)(F)C(O)=O.CO>C(Cl)Cl>[NH:26]1[CH2:27][CH2:28][CH2:29][C@H:24]([NH:23][C:15]2[N:14]=[C:13]([NH:12][C:7]3[CH:8]=[CH:9][CH:10]=[CH:11][C:6]=3[NH:5][C:1](=[O:4])[CH:2]=[CH2:3])[C:18]([C:19]([F:22])([F:20])[F:21])=[CH:17][N:16]=2)[CH2:25]1. Procedure: To a solution of (S)-tert-butyl 3-(4-(2-acrylamidophenylamino)-5-(trifluoromethyl)pyrimidin-2-ylamino)piperidine-1-carboxylate (3 g) in DCM (30 ml) was added trifluoroacetic acid (5 ml) at 0° C. for 10 min and stirred at rt for 2 h. TLC showed completion of starting material. (TLC system: 15% methanol in dichloromethane, Rf=0.2). The reaction mixture was concentrated, and the crude was co-distilled with DCM (3×20 mL) and washed with diethyl ether (2×10 mL) to obtain (S)—N-(2-(2-(piperidin-3-ylam...